This data is from the Open Reaction Database (ORD), a public repository of structured organic reaction records. The task is: describe an organic reaction: reactants, conditions, products, and yield The reactants are C1(CCCC1)N1C2=C(C3=C1N=C(N=C3)N)C=CN=C2 (9-Cyclopentyl-9H-pyrido[4′,3′:4,5]pyrrolo[2,3-d]pyrimidin-2-amine), C([O-])([O-])=O.[Cs+].[Cs+] (cesium carbonate), ClC1=CC=C(C=N1)CN1CC(NCC1)=O (4-((6-Chloropyridin-3-yl)methyl)piperazin-2-one), CC1(C2=CC=CC(=C2OC=2C(=CC=CC12)P(C1=CC=CC=C1)C1=CC=CC=C1)P(C1=CC=CC=C1)C1=CC=CC=C1)C (9,9-dimethyl-4,5-bis(diphenylphosphino)xanthene). The reagents and catalysts are C=1C=CC(=CC1)/C=C/C(=O)/C=C/C2=CC=CC=C2.C=1C=CC(=CC1)/C=C/C(=O)/C=C/C2=CC=CC=C2.C=1C=CC(=CC1)/C=C/C(=O)/C=C/C2=CC=CC=C2.[Pd].[Pd] (tris(dibenzylideneacetone)dipalladium). Solvent: O1CCOCC1 (1,4-dioxane). Product: C1(CCCC1)N1C2=C(C3=C1N=C(N=C3)NC3=CC=C(C=N3)CN3CC(NCC3)=O)C=CN=C2 (4-((6-((9-Cyclopentyl-9H-pyrido[4′,3′:4,5]pyrrolo[2,3-d]pyrimidin-2-yl)amino)-3-pyridinyl)methyl)-2-piperazinone). Yield: 61.6%. RXN SMILES: [CH:1]1([N:6]2[C:10]3[N:11]=[C:12]([NH2:15])[N:13]=[CH:14][C:9]=3[C:8]3[CH:16]=[CH:17][N:18]=[CH:19][C:7]2=3)[CH2:5][CH2:4][CH2:3][CH2:2]1.Cl[C:21]1[N:26]=[CH:25][C:24]([CH2:27][N:28]2[CH2:33][CH2:32][NH:31][C:30](=[O:34])[CH2:29]2)=[CH:23][CH:22]=1.CC1(C)C2C=CC=C(P(C3C=CC=CC=3)C3C=CC=CC=3)C=2OC2C1=CC=CC=2P(C1C=CC=CC=1)C1C=CC=CC=1.C(=O)([O-])[O-].[Cs+].[Cs+]>C1C=CC(/C=C/C(/C=C/C2C=CC=CC=2)=O)=CC=1.C1C=CC(/C=C/C(/C=C/C2C=CC=CC=2)=O)=CC=1.C1C=CC(/C=C/C(/C=C/C2C=CC=CC=2)=O)=CC=1.[Pd].[Pd].O1CCOCC1>[CH:1]1([N:6]2[C:10]3[N:11]=[C:12]([NH:15][C:21]4[N:26]=[CH:25][C:24]([CH2:27][N:28]5[CH2:33][CH2:32][NH:31][C:30](=[O:34])[CH2:29]5)=[CH:23][CH:22]=4)[N:13]=[CH:14][C:9]=3[C:8]3[CH:16]=[CH:17][N:18]=[CH:19][C:7]2=3)[CH2:2][CH2:3][CH2:4][CH2:5]1 |f:3.4.5,6.7.8.9.10|. Procedure details: In a 10 mL microwave reaction vessel were placed compound 4 (93 mg, 367 μmol), compound 356 (83 mg, 367 μmol), tris(dibenzylideneacetone)dipalladium (0) (17 mg, 18 μmol), 9,9-dimethyl-4,5-bis(diphenylphosphino)xanthene (27 mg, 46 μmol), and cesium carbonate (359 mg, 1101 μmol) followed by 1,4-dioxane (3 mL). The vessel was purged with N2 for 5 min, then capped and subjected to microwave irradiation for 4 h at 120° C. The crude mixture was taken up in 4% methanol/DCM and subjected to combi-flash ... Starting materials: CC1C(C2=C(C=C(C=C2C1)C)C)=O (2,5,7-Trimethyl-l-indanone), [BH4-].[Na+] (NaBH4). The solvent is mixture, O1CCCC1.CO (tetrahydrofuran methanol). Yields the product CC=1CC2=CC(=CC(=C2C1)C)C (2,4,6-Trimethylindene). The yield is 95.6%. RXN SMILES: [CH3:1][CH:2]1[CH2:10][C:9]2[C:4](=[C:5]([CH3:12])[CH:6]=[C:7]([CH3:11])[CH:8]=2)[C:3]1=O.[BH4-].[Na+]>O1CCCC1.CO>[CH3:1][C:2]1[CH2:10][C:9]2[C:4]([CH:3]=1)=[C:5]([CH3:12])[CH:6]=[C:7]([CH3:11])[CH:8]=2 |f:1.2,3.4|. Procedure: 20.4 g (117 mmol) of 2,5,7-trimethyl-l-indanone (1) were dissolved in 300 ml of a mixture of tetrahydrofuran/methanol (2:1), and 6.6 g (175 mmol) of NaBH4 were added at room temperature. The mixture was stirred for a further hour, 50 ml of half-concentrated HC1 were added and the mixture was extracted with ether. The combined organic phases were dried over sodium sulfate and freed from the solvent. The residue was transferred to a distillation apparatus, and 13 g of magnesium sulfate were added.... The reactants are C[C@H]1[C@H]2[C@@H]3CCC([C@@]3(C)CC[C@@H]2C=2CCC(CC2C1)=O)=C ((7α)-7-methyl-3-keto-17-methyleneestr-5(10)ene), CC(C)([O-])C.[K+] (potassium t-butoxide). The reagents and catalysts are [Br-].C[P+](C1=CC=CC=C1)(C1=CC=CC=C1)C1=CC=CC=C1 (Methyltriphenylphosphonium bromide). Solvent: C1CCOC1 (THF), C1CCOC1 (THF). Conditions: time 30 minute. Yields the product C[C@H]1[C@H]2[C@@H]3CCC([C@@]3(C)CC[C@@H]2C=2CCC(CC2C1)=C)=C ((7α)-7-methyl-3,17-dimethyleneestr-5(10)ene). Yield: 80.2%. Reaction SMILES: [CH3:1]C(C)([O-])C.[K+].[CH3:7][C@@H:8]1[CH2:25][C:24]2[CH2:23][C:22](=O)[CH2:21][CH2:20][C:19]=2[C@@H:18]2[C@@H:9]1[C@H:10]1[C@@:14]([CH2:16][CH2:17]2)([CH3:15])[C:13](=[CH2:27])[CH2:12][CH2:11]1>[Br-].C[P+](C1C=CC=CC=1)(C1C=CC=CC=1)C1C=CC=CC=1.C1COCC1>[CH3:7][C@@H:8]1[CH2:25][C:24]2[CH2:23][C:22](=[CH2:1])[CH2:21][CH2:20][C:19]=2[C@@H:18]2[C@@H:9]1[C@H:10]1[C@@:14]([CH2:16][CH2:17]2)([CH3:15])[C:13](=[CH2:27])[CH2:12][CH2:11]1 |f:0.1,3.4|. Reported procedure: Methyltriphenylphosphonium bromide (2.2 g, 6 mmol) was added to a stirred solution of potassium t-butoxide (680 mg, 6 mmol) in 25 ml dry THF under a nitrogen atmosphere. The yellow suspension was stirred for 30 minutes at room temperature. A solution of (7α)-7-methyl-3-keto-17-methyleneestr-5(10)ene (850 mg, 3 mmol) in 25 ml dry THF was added rapidly (approx. 30 seconds) to the suspension, resulting in a slightly exothermic reaction. The reaction mixture was stirred for 30 minutes at room temper...